This data is from the Open Reaction Database (ORD), a public repository of structured organic reaction records. The task is: describe an organic reaction: reactants, conditions, products, and yield The reactants are ClC=1C(=CC2=C(SC(=C2)C(C)(C)O)C1Cl)OCC(=O)OC(C)(C)C (t-butyl [[6,7-dichloro-2-(1-hydroxy-1-methylethyl)benzo[b]thien-5-yl]oxy]acetate), [OH-].[Na+] (sodium hydroxide). Run in C(C)O (ethanol). Product: ClC=1C(=CC2=C(SC(=C2)C(C)(C)O)C1Cl)OCC(=O)O ([[6,7-dichloro-2-(1-hydroxy-1-methylethyl)benzo[b]thien-5-yl]oxy]acetic acid). The yield is 93.4%. RXN SMILES: [Cl:1][C:2]1[C:3]([O:16][CH2:17][C:18]([O:20]C(C)(C)C)=[O:19])=[CH:4][C:5]2[CH:9]=[C:8]([C:10]([OH:13])([CH3:12])[CH3:11])[S:7][C:6]=2[C:14]=1[Cl:15].[OH-].[Na+]>C(O)C>[Cl:1][C:2]1[C:3]([O:16][CH2:17][C:18]([OH:20])=[O:19])=[CH:4][C:5]2[CH:9]=[C:8]([C:10]([OH:13])([CH3:12])[CH3:11])[S:7][C:6]=2[C:14]=1[Cl:15] |f:1.2|. Reported procedure: To 8.5 g of t-butyl [[6,7-dichloro-2-(1-hydroxy-1-methylethyl)benzo[b]thien-5-yl]oxy]acetate in 200 ml of ethanol is added 150 ml of a 6N sodium hydroxide solution and the mixture is refluxed at 100° for 30 mins. The cooled mixture is concentrated in vacuo to a white slurry which is diluted with 200 ml of ice water and 200 ml of ethyl ether. With stirring and efficient cooling, the mixture is acidified with 6N hydrochloric acid. The acidic mixture is extracted with ethyl ether and the ether extr... Reactants: CC1=CC=C(C=C1)S (4-methyl-benzenethiol), BrC1=C(C=CC(=C1)F)I (2-bromo-4-fluoro-1-iodo-benzene). The product is BrC1=C(C=CC(=C1)F)SC1=CC=C(C=C1)C (1-Bromo-5-fluoro-2-(4-methyl-phenylsulfanyl)-benzene). RXN SMILES: [CH3:1][C:2]1[CH:7]=[CH:6][C:5]([SH:8])=[CH:4][CH:3]=1.[Br:9][C:10]1[CH:15]=[C:14]([F:16])[CH:13]=[CH:12][C:11]=1I>>[Br:9][C:10]1[CH:15]=[C:14]([F:16])[CH:13]=[CH:12][C:11]=1[S:8][C:5]1[CH:6]=[CH:7][C:2]([CH3:1])=[CH:3][CH:4]=1. Reported procedure: Prepared from 4-methyl-benzenethiol and 2-bromo-4-fluoro-1-iodo-benzene.